From a dataset of the Open Reaction Database (ORD), a public repository of structured organic reaction records. describe an organic reaction: reactants, conditions, products, and yield The reactants are O=C([O-])[O-], CCC(C)(C)O, CCn1nccc1O, COC(=O)c1c(S(C)(=O)=O)ccc(C(=O)O)c1C, C(=NC1CCCCC1)=NC1CCCCC1, [K+], [K+]. Product: CCn1ncc(C(=O)c2ccc(S(C)(=O)=O)c(C(=O)OC)c2C)c1O. RXN SMILES: [C:42](=[O:43])([O-:44])[O-:45].[C:48]([OH:49])([CH2:50][CH3:51])([CH3:52])[CH3:53].[CH2:1]([CH3:2])[n:3]1[n:4][cH:5][cH:6][c:7]1[OH:8].[CH3:9][S:10](=[O:11])(=[O:12])[c:13]1[c:14]([C:23](=[O:24])[O:25][CH3:26])[c:15]([CH3:22])[c:16]([C:17](=[O:18])[OH:19])[cH:20][cH:21]1.[CH:27]1([N:28]=[C:29]=[N:30][CH:31]2[CH2:32][CH2:33][CH2:34][CH2:35][CH2:36]2)[CH2:37][CH2:38][CH2:39][CH2:40][CH2:41]1.[K+:46].[K+:47]>>[CH2:1]([CH3:2])[n:3]1[n:4][cH:5][c:6]([C:17]([c:16]2[c:15]([CH3:22])[c:14]([C:23](=[O:24])[O:25][CH3:26])[c:13]([S:10]([CH3:9])(=[O:11])=[O:12])[cH:21][cH:20]2)=[O:18])[c:7]1[OH:8]. Product: ClC1=C2C(=CC=3C(=NOC31)C3=CC=CC=C3)CC(O2)C(=O)O (8-Chloro-5,6-dihydro- 3-phenylfuro[3,2-f]- 1,2-benzisoxazole-6-carboxylic acid). Solvent: N1=CC=CC=C1 (pyridine). RXN SMILES: Cl.[NH2:2][OH:3].[C:4]([C:12]1[C:13](Cl)=[C:14]([Cl:24])[C:15]2[O:19][CH:18]([C:20]([OH:22])=[O:21])[CH2:17][C:16]=2[CH:23]=1)(=O)[C:5]1[CH:10]=[CH:9][CH:8]=[CH:7][CH:6]=1>N1C=CC=CC=1>[Cl:24][C:14]1[C:13]2[O:3][N:2]=[C:4]([C:5]3[CH:10]=[CH:9][CH:8]=[CH:7][CH:6]=3)[C:12]=2[CH:23]=[C:16]2[CH2:17][CH:18]([C:20]([OH:22])=[O:21])[O:19][C:15]=12 |f:0.1|. The reactants are Cl.NO (Hydroxylamine hydrochloride), C(C1=CC=CC=C1)(=O)C=1C(=C(C2=C(CC(O2)C(=O)O)C1)Cl)Cl (5-Benzoyl-6,7-dichloro-2,3-dihydrobenzofuran-2-carboxylic acid). Yield: 32.3%. Run at time 48 hour. Procedure: Hydroxylamine hydrochloride (15.19 g, 0.2186 mol.) and (3a) (10.84 g., 0.0322 mol.) were heated at reflux in 75 ml. of dry pyridine for 5 hours. On cooling, the pyridine was removed on a rotary evaporator and chased with ethanol. The residue, a yellow gum, was taken up in ethyl acetate and washed with dilute aqueous hydrochloric acid and brine, then dried over anhydrous magnesium sulfate and evaporated to a gum containing both E and Z isomers of the oxime. Without further purification, the gum w... Reactants: Br, C1CCOC1, COc1cc2ncnc(Cl)c2cc1OCCCN1CCOCC1, [H-], O=C1Cc2cccnc2N1, [Na+], CN(C)C=O. Product: COc1cc2ncnc(C3C(=O)Nc4ncccc43)c2cc1OCCCN1CCOCC1. Reaction SMILES: [BrH:1].[CH2:37]1[O:38][CH2:39][CH2:40][CH2:41]1.[Cl:14][c:15]1[n:16][cH:17][n:18][c:19]2[cH:20][c:21]([O:35][CH3:36])[c:22]([O:25][CH2:26][CH2:27][CH2:28][N:29]3[CH2:30][CH2:31][O:32][CH2:33][CH2:34]3)[cH:23][c:24]12.[H-:12].[NH:2]1[C:3](=[O:11])[CH2:4][c:5]2[cH:6][cH:7][cH:8][n:9][c:10]21.[Na+:13].[O:42]=[CH:43][N:44]([CH3:45])[CH3:46]>>[NH:2]1[C:3](=[O:11])[CH:4]([c:15]2[n:16][cH:17][n:18][c:19]3[cH:20][c:21]([O:35][CH3:36])[c:22]([O:25][CH2:26][CH2:27][CH2:28][N:29]4[CH2:30][CH2:31][O:32][CH2:33][CH2:34]4)[cH:23][c:24]23)[c:5]2[cH:6][cH:7][cH:8][n:9][c:10]21. Starting materials: N1=CC=CC=C1 (pyridine), C1(=CC=CC=C1)C (toluene), ice water, C(C)(C)C1=CC(CC1=C)O ((RS)-3-isopropyl-4-methylidenecyclopent-2-en-1-ol), C1(=CC=CC=C1)C (toluene), Cl\C(=C/[C@H]1C([C@H]1C(=O)Cl)(C)C)\C(F)(F)F ((1RS)-cis-3-(Z-2-chloro-3,3,3-trifluoro-1-propenyl)-2,2-dimeth ylcyclopropanecarboxylic acid chloride). Run at time 6 hour. The product is Cl\C(=C/[C@H]1C([C@H]1C(=O)OC1=CCC(C1C(C)C)=C)(C)C)\C(F)(F)F ((RS)-3-isopropyl-4-methylidenecyclopenten-2-yl (1RS)-cis-3-(Z-2-chloro-3,3,3-trifluoro-1-propenyl)-2,2-dimethylcyclopropanecarb oxylate). Yield: 39.0%. RXN SMILES: C(C1C(=C)CC([OH:10])C=1)(C)C.N1[CH:16]=[CH:15][CH:14]=[CH:13][CH:12]=1.[Cl:17]/[C:18](/[C:28]([F:31])([F:30])[F:29])=[CH:19]\[C@@H:20]1[C@H:22]([C:23](Cl)=[O:24])[C:21]1([CH3:27])[CH3:26].[C:32]1([CH3:38])[CH:37]=CC=C[CH:33]=1>>[Cl:17]/[C:18](/[C:28]([F:31])([F:30])[F:29])=[CH:19]\[C@@H:20]1[C@H:22]([C:23]([O:10][C:12]2[CH:33]([CH:32]([CH3:38])[CH3:37])[C:15](=[CH2:16])[CH2:14][CH:13]=2)=[O:24])[C:21]1([CH3:27])[CH3:26]. Reported procedure: After 0.26 g of (RS)-3-isopropyl-4-methylidenecyclopent-2-en-1-ol was dissolved in 5 ml of toluene, 0.23 ml of pyridine was added to the toluene solution. Under ice-water cooling, 0.55 g of (1RS)-cis-3-(Z-2-chloro-3,3,3-trifluoro-1-propenyl)-2,2-dimeth ylcyclopropanecarboxylic acid chloride was added drop-wise to the mixed solution, and then stirred at an ambient temperature for six hours. The reaction solution was poured into ice-water and extracted with ethyl acetate. The ethyl acetate layer w... The reactants are C1CCNCC1, CCn1c(C=O)cc2cc(Oc3nc4ccccc4s3)ccc21. Product: CCn1c(CN2CCCCC2)cc2cc(Oc3nc4ccccc4s3)ccc21. RXN SMILES: [CH2:24]1[CH2:25][CH2:26][NH:27][CH2:28][CH2:29]1.[s:1]1[c:2]([O:10][c:11]2[cH:12][c:13]3[cH:14][c:15]([CH:22]=[O:23])[n:16]([CH2:20][CH3:21])[c:17]3[cH:18][cH:19]2)[n:3][c:4]2[c:5]1[cH:6][cH:7][cH:8][cH:9]2>>[s:1]1[c:2]([O:10][c:11]2[cH:12][c:13]3[cH:14][c:15]([CH2:22][N:27]4[CH2:26][CH2:25][CH2:24][CH2:29][CH2:28]4)[n:16]([CH2:20][CH3:21])[c:17]3[cH:18][cH:19]2)[n:3][c:4]2[c:5]1[cH:6][cH:7][cH:8][cH:9]2.